From a dataset of the Open Reaction Database (ORD), a public repository of structured organic reaction records. describe an organic reaction: reactants, conditions, products, and yield Starting materials: O=S(=O)(Cl)c1ccc(Cl)cc1, Nc1ccc(CCC(=O)O)nc1, c1ccncc1. Product: O=C(O)CCc1ccc(NS(=O)(=O)c2ccc(Cl)cc2)cn1. RXN SMILES: [Cl:13][c:14]1[cH:15][cH:16][c:17]([S:20](=[O:21])(=[O:22])[Cl:23])[cH:18][cH:19]1.[NH2:1][c:2]1[cH:3][cH:4][c:5]([CH2:8][CH2:9][C:10](=[O:11])[OH:12])[n:6][cH:7]1.[cH:24]1[cH:25][cH:26][n:27][cH:28][cH:29]1>>[NH:1]([c:2]1[cH:3][cH:4][c:5]([CH2:8][CH2:9][C:10](=[O:11])[OH:12])[n:6][cH:7]1)[S:20]([c:17]1[cH:16][cH:15][c:14]([Cl:13])[cH:19][cH:18]1)(=[O:21])=[O:22].